This data is from the Open Reaction Database (ORD), a public repository of structured organic reaction records. The task is: describe an organic reaction: reactants, conditions, products, and yield Reactants: NC1=NC=C(C=C1Br)Br (2-amino-3,5-dibromopyridine), [OH-].[K+] (potassium hydroxide), [Cl-].[Na+] (sodium chloride), Cl (hydrochloric acid). The reagents and catalysts are [Cu] (copper). Run in O (water). Conditions: temperature 170 celsius, time 10 hour. The product is NC1=NC=C(C=C1O)Br (2-amino-3-hydroxy-5-bromopyridine). Isolated yield 46.3%. RXN SMILES: [NH2:1][C:2]1[C:7](Br)=[CH:6][C:5]([Br:9])=[CH:4][N:3]=1.[OH-:10].[K+].Cl.[Cl-].[Na+]>[Cu].O>[NH2:1][C:2]1[C:7]([OH:10])=[CH:6][C:5]([Br:9])=[CH:4][N:3]=1 |f:1.2,4.5|. Reported procedure: A mixture of 6.5 parts of 2-amino-3,5-dibromopyridine, 12 parts of potassium hydroxide (85%), 0.5 part of copper powder and 100 parts of water is stirred under nitrogen in an autoclave for 10 hours at 170° C. The dark-coloured solution is neutralised with concentrated hydrochloric acid, saturated with sodium chloride and extracted three times in the warm state with an ethyl acetate/tetrahydrofuran mixture (9:1). The combined organic extracts are filtered through Hyflo, dried with sodium sulphate... The reactants are OCC1=CC=C(C(=O)OC)C=C1 (methyl 4-hydroxymethylbenzoate), C(Br)(Br)(Br)Br (carbon tetrabromide), C1(=CC=CC=C1)P(C1=CC=CC=C1)C1=CC=CC=C1 (triphenylphosphine). Solvent: C(C)OCC (diethyl ether). Product: BrCC1=CC=C(C(=O)OC)C=C1 (Methyl 4-(bromomethyl)benzoate). The yield is 142.3%. RXN SMILES: O[CH2:2][C:3]1[CH:12]=[CH:11][C:6]([C:7]([O:9][CH3:10])=[O:8])=[CH:5][CH:4]=1.C(Br)(Br)(Br)[Br:14].C1(P(C2C=CC=CC=2)C2C=CC=CC=2)C=CC=CC=1>C(OCC)C>[Br:14][CH2:2][C:3]1[CH:12]=[CH:11][C:6]([C:7]([O:9][CH3:10])=[O:8])=[CH:5][CH:4]=1. Reported procedure: To a solution of 10 g of methyl 4-hydroxymethylbenzoate and 80 g of carbon tetrabromide in 300 ml of diethyl ether was added 63.2 g of triphenylphosphine. The reaction was warmed to room temperature overnight, filtered through Celite® and concentrated to 87.2 g of a yellow oil. Chromatography on silica gel (95:5, hexane:ethyl acetate) afforded 19.62 g of a white solid, m.p. 52° to 55° C. Reactants: CN(C)C=O, ClCCCCI, [K+], [K+], O=C([O-])[O-], O, c1ccc(-c2nc3ccccc3[nH]2)cc1. The product is ClCCCCn1c(-c2ccccc2)nc2ccccc21. RXN SMILES: [CH3:29][N:30]([CH3:31])[CH:32]=[O:33].[Cl:22][CH2:23][CH2:24][CH2:25][CH2:26][I:27].[K+:16].[K+:17].[O-:18][C:19]([O-:20])=[O:21].[OH2:28].[c:1]1(-[c:7]2[nH:8][c:9]3[c:10]([n:11]2)[cH:12][cH:13][cH:14][cH:15]3)[cH:2][cH:3][cH:4][cH:5][cH:6]1>>[c:1]1(-[c:7]2[n:8][c:9]3[c:10]([n:11]2[CH2:26][CH2:25][CH2:24][CH2:23][Cl:22])[cH:12][cH:13][cH:14][cH:15]3)[cH:2][cH:3][cH:4][cH:5][cH:6]1. Solvent: C1CCOC1 (THF). The reactants are [Si](C)(C)(C(C)(C)C)OCC1=CC=2N(C=C1)N=CC2C(=O)OC (methyl 5-((tert-butyldimethylsilyloxy)methyl)pyrazolo[1,5-a]pyridine-3-carboxylate), CCCC[N+](CCCC)(CCCC)CCCC.[F-] (TBAF), C(C)(=O)OCC (ethyl acetate). As a reaction SMILES: [Si]([O:8][CH2:9][C:10]1[CH:15]=[CH:14][N:13]2[N:16]=[CH:17][C:18]([C:19]([O:21][CH3:22])=[O:20])=[C:12]2[CH:11]=1)(C(C)(C)C)(C)C.CCCC[N+](CCCC)(CCCC)CCCC.[F-].C(OCC)(=O)C>C1COCC1>[OH:8][CH2:9][C:10]1[CH:15]=[CH:14][N:13]2[N:16]=[CH:17][C:18]([C:19]([O:21][CH3:22])=[O:20])=[C:12]2[CH:11]=1 |f:1.2|. Conditions: time 10 minute. The product is OCC1=CC=2N(C=C1)N=CC2C(=O)OC (Methyl 5-(hydroxymethyl)pyrazolo[1,5-a]pyridine-3-carboxylate). Procedure details: To a solution of methyl 5-((tert-butyldimethylsilyloxy)methyl)pyrazolo[1,5-a]pyridine-3-carboxylate Y-5 (2.9 g, 9.1 mmol) in dry THF (20 mL) was added TBAF (3.5 g, 13.7 mmol). The reaction mixture was stirred at room temperature for 10 mins, then treated with ethyl acetate. The resulting mixture was washed with brine, dried over Na2SO4 and concentrated to afford the title compound (1.9 g). Starting materials: COC(=O)C1CC(=O)CN1Cc1ccccc1, CC(=O)O, ClCCl, NCc1cc(C(F)(F)F)cc(C(F)(F)F)c1. Product: COC(=O)C1CC(NCc2cc(C(F)(F)F)cc(C(F)(F)F)c2)CN1Cc1ccccc1. RXN SMILES: [CH3:1][O:2][C:3](=[O:4])[CH:5]1[N:6]([CH2:11][c:12]2[cH:13][cH:14][cH:15][cH:16][cH:17]2)[CH2:7][C:8](=[O:10])[CH2:9]1.[CH3:34][C:35](=[O:36])[OH:37].[Cl:38][CH2:39][Cl:40].[F:18][C:19]([c:20]1[cH:21][c:22]([CH2:23][NH2:24])[cH:25][c:26]([C:28]([F:29])([F:30])[F:31])[cH:27]1)([F:32])[F:33]>>[CH3:1][O:2][C:3](=[O:4])[CH:5]1[N:6]([CH2:11][c:12]2[cH:13][cH:14][cH:15][cH:16][cH:17]2)[CH2:7][CH:8]([NH:24][CH2:23][c:22]2[cH:21][c:20]([C:19]([F:18])([F:32])[F:33])[cH:27][c:26]([C:28]([F:29])([F:30])[F:31])[cH:25]2)[CH2:9]1. The reactants are Cc1cn(-c2cc(C#N)cc(C(F)(F)F)c2)cn1, CN1CCCC1=O, N, O, OO. Yields the product Cc1cn(-c2cc(C(N)=O)cc(C(F)(F)F)c2)cn1. Reaction SMILES: [CH3:1][c:2]1[n:3][cH:4][n:5](-[c:7]2[cH:8][c:9]([C:15]([F:16])([F:17])[F:18])[cH:10][c:11]([C:12]#[N:13])[cH:14]2)[cH:6]1.[CH3:23][N:24]1[CH2:25][CH2:26][CH2:27][C:28]1=[O:29].[NH3:19].[OH2:22].[OH:20][OH:21]>>[CH3:1][c:2]1[n:3][cH:4][n:5](-[c:7]2[cH:8][c:9]([C:15]([F:16])([F:17])[F:18])[cH:10][c:11]([C:12]([NH2:13])=[O:20])[cH:14]2)[cH:6]1. The reactants are COC(=O)C1=NC(=CN=C1NC=1C=NC=NC1)C1CC1 (6-cyclopropyl-3-(pyrimidin-5-ylamino)-pyrazine-2-carboxylic acid methyl ester), [Li+].[OH-] (LiOH). Solvent: C1CCOC1 (THF), CO (MeOH). Conditions: time 2 hour. Product: C1(CC1)C1=CN=C(C(=N1)C(=O)O)NC=1C=NC=NC1 (6-Cyclopropyl-3-(pyrimidin-5-ylamino)-pyrazine-2-carboxylic acid). Yield: 53.0%. Reaction SMILES: C[O:2][C:3]([C:5]1[C:10]([NH:11][C:12]2[CH:13]=[N:14][CH:15]=[N:16][CH:17]=2)=[N:9][CH:8]=[C:7]([CH:18]2[CH2:20][CH2:19]2)[N:6]=1)=[O:4].[Li+].[OH-]>C1COCC1.CO>[CH:18]1([C:7]2[N:6]=[C:5]([C:3]([OH:4])=[O:2])[C:10]([NH:11][C:12]3[CH:13]=[N:14][CH:15]=[N:16][CH:17]=3)=[N:9][CH:8]=2)[CH2:19][CH2:20]1 |f:1.2|. Procedure details: A solution of 6-cyclopropyl-3-(pyrimidin-5-ylamino)-pyrazine-2-carboxylic acid methyl ester (150 mg, 550 μmol) in THF (9 ml) and MeOH (1.8 ml) was cooled at 0° C. and treated with LiOH (1.66 ml, 1N aqueous solution). The ice bath was removed after 10 min and the reaction mixture was stirred at ambient temperature for 2 hrs. The reaction mixture was acidified with HCl (1.66 ml, 1N aqueous solution), diluted with water and extracted with dichloromethane. The combined organic layers were dried and ... Reactants: O (water), N1=CC=CC=C1 (Pyridine), N(C1=CC=CC=C1)C1=NC=CC(=N1)C1=CN=C(N1C(C)C)C=O (2-anilino-4-(2-formyl-1-isopropylimidazol-5-yl)pyrimidine), Cl.NO (hydroxylamine.hydrochloride). Solvent: CCO (EtOH). The product is N(C1=CC=CC=C1)C1=NC=CC(=N1)C1=CN=C(N1C(C)C)C=NO (2-Anilino-4-[1-isopropyl-2-(hydroxyiminomethyl)imidazol-5-yl]pyrimidine). RXN SMILES: N1C=CC=CC=1.[NH:7]([C:14]1[N:19]=[C:18]([C:20]2[N:24]([CH:25]([CH3:27])[CH3:26])[C:23]([CH:28]=O)=[N:22][CH:21]=2)[CH:17]=[CH:16][N:15]=1)[C:8]1[CH:13]=[CH:12][CH:11]=[CH:10][CH:9]=1.Cl.[NH2:31][OH:32].O>CCO>[NH:7]([C:14]1[N:19]=[C:18]([C:20]2[N:24]([CH:25]([CH3:27])[CH3:26])[C:23]([CH:28]=[N:31][OH:32])=[N:22][CH:21]=2)[CH:17]=[CH:16][N:15]=1)[C:8]1[CH:13]=[CH:12][CH:11]=[CH:10][CH:9]=1 |f:2.3|. Procedure: Pyridine (283 μl, 3.50 mmol) was added to a solution of 2-anilino-4-(2-formyl-1-isopropylimidazol-5-yl)pyrimidine (Example 10; 250 mg, 0.814 mmol) and hydroxylamine.hydrochloride (283 mg, 4.07 mmol) in EtOH (8 ml) and the reaction mixture heated at reflux for 1 hr. The mixture was allowed to cool, water (10 ml) was added and the EtOH was removed by evaporation. Further water (10 ml) was added to the aqueous residue and the precipitated solid was collected by filtration, washed with water and dri... Starting materials: CCOC(=O)CCc1ccc(OCc2ccc(Cn3nc(C(C)(C)C)cc3C(C)(C)C)cc2)cc1F, CO, Cl, [Na+], C1CCOC1, [OH-]. Product: CC(C)(C)c1cc(C(C)(C)C)n(Cc2ccc(COc3ccc(CCC(=O)O)c(F)c3)cc2)n1. As a reaction SMILES: [C:1]([CH3:2])([CH3:3])([CH3:4])[c:5]1[n:6][n:7]([CH2:14][c:15]2[cH:16][cH:17][c:18]([CH2:19][O:20][c:21]3[cH:22][c:23]([F:34])[c:24]([CH2:27][CH2:28][C:29](=[O:30])[O:31][CH2:32][CH3:33])[cH:25][cH:26]3)[cH:35][cH:36]2)[c:8]([C:10]([CH3:11])([CH3:12])[CH3:13])[cH:9]1.[CH3:45][OH:46].[ClH:44].[Na+:38].[O:39]1[CH2:40][CH2:41][CH2:42][CH2:43]1.[OH-:37]>>[C:1]([CH3:2])([CH3:3])([CH3:4])[c:5]1[n:6][n:7]([CH2:14][c:15]2[cH:16][cH:17][c:18]([CH2:19][O:20][c:21]3[cH:22][c:23]([F:34])[c:24]([CH2:27][CH2:28][C:29](=[O:30])[OH:31])[cH:25][cH:26]3)[cH:35][cH:36]2)[c:8]([C:10]([CH3:11])([CH3:12])[CH3:13])[cH:9]1. Starting materials: BrCc1ccccc1, O=C([O-])[O-], CC(C)=O, [K+], [K+], Oc1cccc2c1CCCC2. Product: c1ccc(COc2cccc3c2CCCC3)cc1. Reaction SMILES: [Br:18][CH2:19][c:20]1[cH:21][cH:22][cH:23][cH:24][cH:25]1.[C:12](=[O:13])([O-:14])[O-:15].[CH3:26][C:27](=[O:28])[CH3:29].[K+:16].[K+:17].[OH:1][c:2]1[cH:3][cH:4][cH:5][c:6]2[c:11]1[CH2:10][CH2:9][CH2:8][CH2:7]2>>[O:1]([c:2]1[cH:3][cH:4][cH:5][c:6]2[c:11]1[CH2:10][CH2:9][CH2:8][CH2:7]2)[CH2:19][c:20]1[cH:21][cH:22][cH:23][cH:24][cH:25]1.